This data is from the Open Reaction Database (ORD), a public repository of structured organic reaction records. The task is: describe an organic reaction: reactants, conditions, products, and yield Starting materials: O=CO, CCCc1ccc2c(c1)C(=O)N(c1ccc(C(C)C(=O)OC(C)(C)C)cc1)C2. Yields the product CCCc1ccc2c(c1)C(=O)N(c1ccc(C(C)C(=O)O)cc1)C2. As a reaction SMILES: [CH:29]([OH:30])=[O:31].[O:1]=[C:2]1[N:3]([c:14]2[cH:15][cH:16][c:17]([CH:20]([C:21](=[O:22])[O:23][C:24]([CH3:25])([CH3:26])[CH3:27])[CH3:28])[cH:18][cH:19]2)[CH2:4][c:5]2[cH:6][cH:7][c:8]([CH2:11][CH2:12][CH3:13])[cH:9][c:10]21>>[O:1]=[C:2]1[N:3]([c:14]2[cH:15][cH:16][c:17]([CH:20]([C:21](=[O:22])[OH:23])[CH3:28])[cH:18][cH:19]2)[CH2:4][c:5]2[cH:6][cH:7][c:8]([CH2:11][CH2:12][CH3:13])[cH:9][c:10]21. The product is NC1=C(C(=NC(=C1)Cl)Cl)[N+](=O)[O-] (4-Amino-2,6-dichloro-3-nitropyridine). Solvent: OS(=O)(=O)O (H2SO4). Reaction SMILES: [NH2:1][C:2]1[CH:7]=[C:6]([Cl:8])[N:5]=[C:4]([Cl:9])[CH:3]=1.[N+:10]([O-])([OH:12])=[O:11].[OH-].[Na+]>OS(O)(=O)=O>[NH2:1][C:2]1[CH:7]=[C:6]([Cl:8])[N:5]=[C:4]([Cl:9])[C:3]=1[N+:10]([O-:12])=[O:11] |f:2.3|. Reaction conditions: temperature 55 celsius, time 15 hour. Reactants: NC1=CC(=NC(=C1)Cl)Cl (4-amino-2,6-dichloropyridine), [N+](=O)(O)[O-] (HNO3), [OH-].[Na+] (NaOH), ice H2O. Procedure details: To a solution of 4-amino-2,6-dichloropyridine (1.07 g, 6.56 mmol) in conc H2SO4 (3.5 mL) was added 0.50 mL of 70% HNO3 (7.94 mmol) at room temperature. The mixture was stirred at 55° C. for 15 h, then poured into ice-H2O (70 mL). To this mixture was added 40% aq. NaOH slowly to adjust the pH to 10. The precipitate was filtered, washed with water and dried to give 1.052 g (77%) of 23 as a pale yellow powder, mp 136°-8° C. 1H NMR (CDCl3) δ 6.116 (bs, 2H), 6.750 (s, 1H). It was used for the next re... Isolated yield 77.1%. Run at time 60 minute. Yields the product FC=1C=C(C=C(C1)F)C[C@@H]([C@@H](CN(C(OCC1C2=CC=CC=C2C=2C=CC=CC12)=O)CC1=CC(=CC=C1)I)O)NC(CCCC(N1CCCCC1)=O)=O (1-9H-fluoren-9-ylmethyl (2R,3S)-4-(3,5-difluorophenyl)-2-hydroxy-3-{[5-oxo-5-(1-piperidinyl)pentanoyl]amino}butyl(3-iodobenzyl)carbamate). The reactants are C=1C=CC2=C(C1)N=NN2O (HOBt), C(CCl)Cl (EDC), 1-carboxy-5-piperdinylglutaramide, CN(C)C=O (DMF), Cl.N[C@H]([C@@H](CN(C(OCC1C2=CC=CC=C2C=2C=CC=CC12)=O)CC1=CC(=CC=C1)I)O)CC1=CC(=CC(=C1)F)F (1-9H-fluoren-9-ylmethyl (2R,3S)-3-amino-4-(3,5-difluorophenyl)-2-hydroxybutyl(3-iodobenzyl)carbamate hydrochloride), CN1CCOCC1 (NMM). Procedure: HOBt (81 mg, 0.6 mmole) and EDC (105 mg, 0.55 mmole) are added to 1-carboxy-5-piperdinylglutaramide (IX, 100 mg, 0.5 mmole) in DMF (2 ml). The acid is activated 60 minutes then treated with 1-9H-fluoren-9-ylmethyl (2R,3S)-3-amino-4-(3,5-difluorophenyl)-2-hydroxybutyl(3-iodobenzyl)carbamate hydrochloride (XXXV, PREPARATION 14, 300 mg, 0.43 mmole) and NMM (0.19 ml, 1.72 mmole). The reaction is stirred 3 hrs then concentrated under reduced pressure. The residue is partitioned between ethyl acetate ... RXN SMILES: [CH:1]1[CH:2]=[CH:3][C:4]2N(O)N=[N:7][C:5]=2C=1.[CH2:11](Cl)[CH2:12]Cl.Cl.[NH2:16][C@@H:17]([CH2:47][C:48]1[CH:53]=[C:52]([F:54])[CH:51]=[C:50]([F:55])[CH:49]=1)[C@H:18]([OH:46])[CH2:19][N:20]([CH2:38][C:39]1[CH:44]=[CH:43][CH:42]=[C:41]([I:45])[CH:40]=1)[C:21](=[O:37])[O:22][CH2:23][CH:24]1[C:36]2[CH:35]=[CH:34][CH:33]=[CH:32][C:31]=2[C:30]2[C:25]1=[CH:26][CH:27]=[CH:28][CH:29]=2.CN1[CH2:62][CH2:61][O:60]CC1.CN([CH:66]=[O:67])C>>[F:55][C:50]1[CH:49]=[C:48]([CH2:47][C@H:17]([NH:16][C:61](=[O:60])[CH2:62][CH2:11][CH2:12][C:66](=[O:67])[N:7]2[CH2:1][CH2:2][CH2:3][CH2:4][CH2:5]2)[C@H:18]([OH:46])[CH2:19][N:20]([CH2:38][C:39]2[CH:44]=[CH:43][CH:42]=[C:41]([I:45])[CH:40]=2)[C:21](=[O:37])[O:22][CH2:23][CH:24]2[C:25]3[CH:26]=[CH:27][CH:28]=[CH:29][C:30]=3[C:31]3[C:36]2=[CH:35][CH:34]=[CH:33][CH:32]=3)[CH:53]=[C:52]([F:54])[CH:51]=1 |f:2.3|. The reactants are COC1=C(OOCCCCCCC2=C(C(=O)OCCCCCCCCCCCOC(C3=CC(=CC(=C3)[N+](=O)[O-])[N+](=O)[O-])=O)C=C(C=C2)OC(C2=CC=C(C=C2)C=CC(=O)OC)=O)C=CC(=C1)C=CC(=O)OC (3,5-Dinitrobenzoic acid 11-[2-[6-[2-methoxy-4-(methoxycarbonylvinyl)phenoxy]oxyhexyl]-5-[4-(2-methoxycarbonylvinyl)benzoyloxy]benzoyloxy]undecyl ester), mixture, [Cl-].[NH4+] (ammonium chloride). Reagents/catalysts: [Zn] (zinc). The solvent is CO.O (methanol water), CO.O (methanol water), mixture. Yields the product COC1=C(OOCCCCCCC2=C(C(=O)OCCCCCCCCCCCOC(C3=CC(=CC(=C3)N)N)=O)C=C(C=C2)OC(C2=CC=C(C=C2)C=CC(=O)OC)=O)C=CC(=C1)C=CC(=O)OC (3,5-Diaminobenzoic acid 11-[2-[6-[2-methoxy-4-(methoxycarbonylvinyl)phenoxy]oxyhexyl]-5-[4-(2-methoxycarbonylvinyl)benzoyloxy]benzoyloxy]undecyl ester). RXN SMILES: [CH3:1][O:2][C:3]1[CH:66]=[C:65]([CH:67]=[CH:68][C:69]([O:71][CH3:72])=[O:70])[CH:64]=[CH:63][C:4]=1[O:5][O:6][CH2:7][CH2:8][CH2:9][CH2:10][CH2:11][CH2:12][C:13]1[CH:47]=[CH:46][C:45]([O:48][C:49](=[O:62])[C:50]2[CH:55]=[CH:54][C:53]([CH:56]=[CH:57][C:58]([O:60][CH3:61])=[O:59])=[CH:52][CH:51]=2)=[CH:44][C:14]=1[C:15]([O:17][CH2:18][CH2:19][CH2:20][CH2:21][CH2:22][CH2:23][CH2:24][CH2:25][CH2:26][CH2:27][CH2:28][O:29][C:30](=[O:43])[C:31]1[CH:36]=[C:35]([N+:37]([O-])=O)[CH:34]=[C:33]([N+:40]([O-])=O)[CH:32]=1)=[O:16].[Cl-].[NH4+]>[Zn].CO.O>[CH3:1][O:2][C:3]1[CH:66]=[C:65]([CH:67]=[CH:68][C:69]([O:71][CH3:72])=[O:70])[CH:64]=[CH:63][C:4]=1[O:5][O:6][CH2:7][CH2:8][CH2:9][CH2:10][CH2:11][CH2:12][C:13]1[CH:47]=[CH:46][C:45]([O:48][C:49](=[O:62])[C:50]2[CH:51]=[CH:52][C:53]([CH:56]=[CH:57][C:58]([O:60][CH3:61])=[O:59])=[CH:54][CH:55]=2)=[CH:44][C:14]=1[C:15]([O:17][CH2:18][CH2:19][CH2:20][CH2:21][CH2:22][CH2:23][CH2:24][CH2:25][CH2:26][CH2:27][CH2:28][O:29][C:30](=[O:43])[C:31]1[CH:36]=[C:35]([NH2:37])[CH:34]=[C:33]([NH2:40])[CH:32]=1)=[O:16] |f:1.2,4.5|. Procedure: 0.997 g (1.00 mmol) 3,5-Dinitrobenzoic acid 11-[2-[6-[2-methoxy-4-(methoxycarbonylvinyl)phenoxy]oxyhexyl]-5-[4-(2-methoxycarbonylvinyl)benzoyloxy]benzoyloxy]undecyl ester and 0 g (4.00 mmol) of ammonium chloride were suspended in 15 ml of a mixture consisting of methanol:water 9:1. 1.31 g (20.0 mmol) of zinc was then added in one portions. After 0.5 hour at room temperature 20 ml of a mixture consisting of methanol:water 9:1 is added to the thick suspension. After a further 21 hours the reaction... The reactants are P(Br)(Br)Br (PBr3), OCC1=CC=2C(C3=CC=CC=C3C(C2C=C1)=O)=O (2-Hydroxymethylanthraquinone). Run in O1CCCC1 (THF), O1CCCC1 (tetrahydrofuran). Reaction conditions: time 1 hour. The product is BrCC1=CC=2C(C3=CC=CC=C3C(C2C=C1)=O)=O (2-Bromomethylanthraquinone). The yield is 52.0%. As a reaction SMILES: P(Br)(Br)[Br:2].O[CH2:6][C:7]1[CH:20]=[CH:19][C:18]2[C:17](=[O:21])[C:16]3[C:11](=[CH:12][CH:13]=[CH:14][CH:15]=3)[C:10](=[O:22])[C:9]=2[CH:8]=1>O1CCCC1>[Br:2][CH2:6][C:7]1[CH:20]=[CH:19][C:18]2[C:17](=[O:21])[C:16]3[C:11](=[CH:12][CH:13]=[CH:14][CH:15]=3)[C:10](=[O:22])[C:9]=2[CH:8]=1. Procedure: A solution of PBr3 (82 mg, 302 μmole) in 5 mL of tetrahydrofuran (THF) was placed in ice bath. 2-Hydroxymethylanthraquinone (100 mg, 421 μmole) obtained from Aldrich Chemical Co., St. Louis, Miss., in 10 mL of THF was added to the mixture slowly over 10 minutes. After 1 hour at 0° C., the reaction temperature was raised to room temperature and the mixture was stirred for 48 hours. The mixture was evaporated and then redissolved in ethyl acetate for H2O extraction. The organic layer was dried ove... Reactants: CS(=O)(=O)C1=CC=C(C=C1)CCOC1=CC=C(C=C1)C=O (4-[2-(4-formylphenoxy)ethyl]phenyl methyl sulfone), S1C(NC(C1)=O)=O (2,4-thiazolidinedione), C1(=CC=CC=C1)C (toluene). The reagents and catalysts are N1CCCCC1 (piperidine), C(C)(=O)O (acetic acid). Run in O (water). Product: CS(=O)(=O)C1=CC=C(C=C1)CCOC1=CC=C(C=C2C(NC(S2)=O)=O)C=C1 (5-(4-[2-(4-methanesulfonylphenyl)ethoxy]benzylidene)thiazolidine-2,4-dione). The yield is 67.6%. Reaction SMILES: [CH3:1][S:2]([C:5]1[CH:10]=[CH:9][C:8]([CH2:11][CH2:12][O:13][C:14]2[CH:19]=[CH:18][C:17]([CH:20]=O)=[CH:16][CH:15]=2)=[CH:7][CH:6]=1)(=[O:4])=[O:3].[S:22]1[CH2:26][C:25](=[O:27])[NH:24][C:23]1=[O:28].C1(C)C=CC=CC=1>N1CCCCC1.C(O)(=O)C.O>[CH3:1][S:2]([C:5]1[CH:6]=[CH:7][C:8]([CH2:11][CH2:12][O:13][C:14]2[CH:15]=[CH:16][C:17]([CH:20]=[C:26]3[S:22][C:23](=[O:28])[NH:24][C:25]3=[O:27])=[CH:18][CH:19]=2)=[CH:9][CH:10]=1)(=[O:3])=[O:4]. Procedure: 1 g (3.3 mmole) 4-[2-(4-formylphenoxy)ethyl]phenyl methyl sulfone, 0.96 g (8.2 mmole) 2,4-thiazolidinedione, 5 drops of piperidine, 6 drops of acetic acid and toluene were refluxed with water separation in a Dean-Stark apparatus for 1 hour. The heat was removed and the yellow precipitate was filtered off. A slurry of the precipitate and dichloromethane:methanol (95:5) was refluxed. The product was collected by filtration giving 0.9 g (yield 67.6%) of 5-(4-[2-(4-methanesulfonylphenyl)ethoxy]benzy... The reactants are C(C1CO1)OC1=C(C=C(C=C1C)CC=C)C (4-allyl-2,6-dimethylphenyl glycidyl ether), C(C)(=O)[O-].[Na+] (sodium acetate), C(C)(=O)OO (peracetic acid). The solvent is C(Cl)(Cl)Cl (chloroform), C(Cl)(Cl)Cl (chloroform). Run at time 4 hour. Product: C(C1CO1)OC1=C(C=C(C=C1C)CC1CO1)C (4-(2,3-epoxypropyl)-2,6-dimethylphenyl glycidyl ether). Isolated yield 863.5%. As a reaction SMILES: [CH2:1]([O:5][C:6]1[C:11]([CH3:12])=[CH:10][C:9]([CH2:13][CH:14]=[CH2:15])=[CH:8][C:7]=1[CH3:16])[CH:2]1[O:4][CH2:3]1.C([O-])(=[O:19])C.[Na+].C(OO)(=O)C>C(Cl)(Cl)Cl>[CH2:1]([O:5][C:6]1[C:7]([CH3:16])=[CH:8][C:9]([CH2:13][CH:14]2[O:19][CH2:15]2)=[CH:10][C:11]=1[CH3:12])[CH:2]1[O:4][CH2:3]1 |f:1.2|. Procedure details: A 350 ml sulfurating flask equipped with thermometer, stirrer, cooler and drip funnel is charged with 46.30 g (0.21 mole) of 4-allyl-2,6-dimethylphenyl glycidyl ether, 1.93 g of sodium acetate and 160 ml of chloroform, and the batch is heated to 35°-40° C. At this temperature, 52.3 g (0.28 mole) of 40% peracetic acid are then added dropwise over about 1 hour. The reaction mixture is then held at this temperature for a further 4 hours until the educt is no longer discernible in the gas chromatogr... Starting materials: C1CCOC1, OC1CCOCC1, CC(C)OC(=O)N=NC(=O)OC(C)C, COC(=O)C1=Cc2cc(O)ccc2CCC1, c1ccc(P(c2ccccc2)c2ccccc2)cc1. Yields the product COC(=O)C1=Cc2cc(OC3CCOCC3)ccc2CCC1. Reaction SMILES: [CH2:57]1[O:58][CH2:59][CH2:60][CH2:61]1.[O:20]1[CH2:21][CH2:22][CH:23]([OH:26])[CH2:24][CH2:25]1.[O:43]=[C:44]([O:45][CH:46]([CH3:47])[CH3:48])[N:49]=[N:50][C:51]([O:52][CH:53]([CH3:54])[CH3:55])=[O:56].[OH:27][c:28]1[cH:29][cH:30][c:31]2[c:32]([cH:42]1)[CH:33]=[C:34]([C:38](=[O:39])[O:40][CH3:41])[CH2:35][CH2:36][CH2:37]2.[c:1]1([P:2]([c:3]2[cH:4][cH:5][cH:6][cH:7][cH:8]2)[c:9]2[cH:10][cH:11][cH:12][cH:13][cH:14]2)[cH:15][cH:16][cH:17][cH:18][cH:19]1>>[O:20]1[CH2:21][CH2:22][CH:23]([O:26][c:28]2[cH:29][cH:30][c:31]3[c:32]([cH:42]2)[CH:33]=[C:34]([C:38](=[O:39])[O:40][CH3:41])[CH2:35][CH2:36][CH2:37]3)[CH2:24][CH2:25]1. Reactants: [Br-], O=C([O-])[O-], CC(C)=O, [K+], [K+], O=[N+]([O-])c1ccccc1O, c1ccc(Cc2ccccc2)cc1. Yields the product O=[N+]([O-])c1ccccc1OC(c1ccccc1)c1ccccc1. Reaction SMILES: [Br-:17].[C:11](=[O:12])([O-:13])[O-:14].[CH3:31][C:32](=[O:33])[CH3:34].[K+:15].[K+:16].[N+:1](=[O:2])([O-:3])[c:4]1[c:5]([OH:10])[cH:6][cH:7][cH:8][cH:9]1.[c:18]1([CH2:24][c:25]2[cH:26][cH:27][cH:28][cH:29][cH:30]2)[cH:19][cH:20][cH:21][cH:22][cH:23]1>>[N+:1](=[O:2])([O-:3])[c:4]1[c:5]([O:10][CH:24]([c:18]2[cH:19][cH:20][cH:21][cH:22][cH:23]2)[c:25]2[cH:26][cH:27][cH:28][cH:29][cH:30]2)[cH:6][cH:7][cH:8][cH:9]1. Starting materials: [Cl-].[NH4+] (ammonium chloride), solution, C[Mg]I (methylmagnesium iodide), C(C1=CC=CC=C1)N1C=CC2=C(C=CC=C12)C#N (1-Benzyl-4-cyanoindole), C(C)OCC (diethyl ether). Run in O1CCCC1 (tetrahydrofuran). Conditions: time 1 hour. Product: C(C)(=O)C1=C2C=CN(C2=CC=C1)CC1=CC=CC=C1 (4-Acetyl-1-benzylindole). RXN SMILES: [CH3:1][Mg]I.[CH2:4]([N:11]1[C:19]2[C:14](=C(C#N)[CH:16]=[CH:17][CH:18]=2)[CH:13]=[CH:12]1)[C:5]1[CH:10]=[CH:9][CH:8]=[CH:7][CH:6]=1.[Cl-].[NH4+].C([O:26][CH2:27][CH3:28])C>O1CCCC1>[C:27]([C:28]1[CH:16]=[CH:17][CH:18]=[C:19]2[C:14]=1[CH:13]=[CH:12][N:11]2[CH2:4][C:5]1[CH:10]=[CH:9][CH:8]=[CH:7][CH:6]=1)(=[O:26])[CH3:1] |f:2.3|. Procedure details: 3.3 ml of a 2M solution of methylmagnesium iodide in diethyl ether was added to a mixture of 1.00 g of 1-benzyl-4-cyanoindole (prepared as described in Example 88) in 50 ml of tetrahydrofuran, with ice-cooling, and the reaction mixture was stirred for 1 hour. After this time, a saturated aqueous solution of ammonium chloride was added to the reaction mixture. The aqueous layer was extracted with diethyl ether, and the resulting organic fraction was washed with water, dried over anhydrous magnesi...